From a dataset of the Open Reaction Database (ORD), a public repository of structured organic reaction records. describe an organic reaction: reactants, conditions, products, and yield The reactants are ClC1=C(C=CC(=C1)I)F (2-chloro-1-fluoro-4-iodo-benzene), COC(C1=CC(=CC=C1)CN(C(C#CC1=CC=CC=C1)=O)C1=CC=CC=C1)=O (3-{[phenyl-(3-phenyl propynoyl)-amino]-methyl}-benzoic acid methyl ester). Product: COC(C1=CC(=CC=C1)CN1C(/C(/C2=CC=CC=C12)=C(\C1=CC=CC=C1)/C1=CC(=C(C=C1)F)Cl)=O)=O (3-{3-[1-(3-Chloro-4-fluoro-phenyl)-1-phenyl-meth-(E)-ylidene]-2-oxo-2,3-dihydro-indol-1-ylmethyl}-benzoic acid methyl ester). RXN SMILES: [Cl:1][C:2]1[CH:7]=[C:6](I)[CH:5]=[CH:4][C:3]=1[F:9].[CH3:10][O:11][C:12](=[O:37])[C:13]1[CH:18]=[CH:17][CH:16]=[C:15]([CH2:19][N:20]([C:31]2[CH:36]=[CH:35][CH:34]=[CH:33][CH:32]=2)[C:21](=[O:30])[C:22]#[C:23][C:24]2[CH:29]=[CH:28][CH:27]=[CH:26][CH:25]=2)[CH:14]=1>>[CH3:10][O:11][C:12](=[O:37])[C:13]1[CH:18]=[CH:17][CH:16]=[C:15]([CH2:19][N:20]2[C:31]3[C:36](=[CH:35][CH:34]=[CH:33][CH:32]=3)/[C:22](=[C:23](\[C:6]3[CH:5]=[CH:4][C:3]([F:9])=[C:2]([Cl:1])[CH:7]=3)/[C:24]3[CH:25]=[CH:26][CH:27]=[CH:28][CH:29]=3)/[C:21]2=[O:30])[CH:14]=1. Reported procedure: The title compound was prepared in analogy to Example 5 starting from 2-chloro-1-fluoro-4-iodo-benzene (commercially available) and 3-{[phenyl-(3-phenyl propynoyl)-amino]-methyl}-benzoic acid methyl ester. 1H NMR (CDCl3, 300 MHz) δppm 8.00 (s, 1H), 7.93 (d, 1H), 7.50 (d, 1H), 7.22-7.42 (m, 9H), 7.09 (dt, 1H), 6.73 (dt, 1H), 6.66 (d, 1H), 6.51 (d, 1H), 4.95 (s, 2H), 3.91 (s, 3H).